Task: describe an organic reaction: reactants, conditions, products, and yield. Dataset: the Open Reaction Database (ORD), a public repository of structured organic reaction records The reactants are CC(C)(C)OC(=O)N1CCNC(=O)C1, C1CCOC1, Fc1ccc(CBr)cc1, [H-], [Na+]. The product is CC(C)(C)OC(=O)N1CCN(Cc2ccc(F)cc2)C(=O)C1. RXN SMILES: [C:1]([CH3:2])([CH3:3])([CH3:4])[O:5][C:6](=[O:7])[N:8]1[CH2:9][C:10](=[O:14])[NH:11][CH2:12][CH2:13]1.[CH2:26]1[O:27][CH2:28][CH2:29][CH2:30]1.[F:17][c:18]1[cH:19][cH:20][c:21]([CH2:22][Br:23])[cH:24][cH:25]1.[H-:16].[Na+:15]>>[C:1]([CH3:2])([CH3:3])([CH3:4])[O:5][C:6](=[O:7])[N:8]1[CH2:9][C:10](=[O:14])[N:11]([CH2:22][c:21]2[cH:20][cH:19][c:18]([F:17])[cH:25][cH:24]2)[CH2:12][CH2:13]1.